This data is from the Open Reaction Database (ORD), a public repository of structured organic reaction records. The task is: describe an organic reaction: reactants, conditions, products, and yield The reactants are NC=1SC2=C(N=CN=C2N)N1 (2,7-diaminothiazolo[4,5-d]pyrimidine), NC=1SC2=C(N=CN=C2N)N1 (2,7-diaminothiazolo[4,5-d]pyrimidine), NC=1C2=C(N=CN1)N=C(S2)Cl (7-amino-2-chlorothiazolo[4,5-d]pyrimidine), N(=O)O (nitrous acid), NC=1C2=C(N=CN1)N=C(S2)Cl (7-amino-2-chlorothiazolo[4,5-d]pyrimidine). Solvent: CN(C)C=O (DMF). The product is NC=1C2=C(N=CN1)N=C(S2)Cl (7-amino-2-chlorothiazolo[4,5-d]pyrimidine), 2-mercapto, NC=1C2=C(N=CN1)NC(S2)=S (7-aminothiazolo[4,5-d]pyrimidine-2(3H)-thione). Reaction SMILES: N[C:2]1[S:3][C:4]2[C:9]([NH2:10])=[N:8][CH:7]=[N:6][C:5]=2[N:11]=1.N(O)=O.[NH2:15][C:16]1[C:17]2[S:24][C:23]([Cl:25])=[N:22][C:18]=2[N:19]=[CH:20][N:21]=1>CN(C=O)C>[NH2:15][C:16]1[C:17]2[S:24][C:23]([Cl:25])=[N:22][C:18]=2[N:19]=[CH:20][N:21]=1.[NH2:10][C:9]1[C:4]2[S:3][C:2](=[S:24])[NH:11][C:5]=2[N:6]=[CH:7][N:8]=1. Reported procedure: This was circumvented by the synthesis of the adenosine analog from its preformed heterocycle in the same manner as that used to obtain the guanosine analog. The known 2,7-diaminothiazolo[4,5-d]pyrimidine (27) served as the starting material (Scheme V). Treatment of 27 with nitrous acid under conditions similar to those used to prepare 13 provided 7-amino-2-chlorothiazolo[4,5-d]pyrimidine (28). The structure of compound 28 was verified by single-crystal X-ray analysis. Treatment of 28 with NaSH ... The reactants are P(Br)(Br)Br (PBr3), CC(C#CC(C=C)O)(C)C (6,6-dimethyl-hept-1-en-4-yn-3-ol). The solvent is Br (HBr). Conditions: time 2 hour. Product: BrCC=CC#CC(C)(C)C (1-Bromo-6,6-dimethyl-2-hepten-4-yne). As a reaction SMILES: P(Br)(Br)[Br:2].[CH3:5][C:6]([CH3:14])([CH3:13])[C:7]#[C:8][CH:9](O)[CH:10]=[CH2:11]>Br>[Br:2][CH2:11][CH:10]=[CH:9][C:8]#[C:7][C:6]([CH3:14])([CH3:13])[CH3:5]. Procedure details: 50 ml 48% HBr and 10 g PBr3 are stirred to homogeneity at 40°. An alcoholic solution of 13.5 g of 6,6-dimethyl-hept-1-en-4-yn-3-ol is then added dropwise at 10° and the resulting mixture stirred at room temperature for 11/2 hours. The reaction mixture is poured onto ice-water and repeatedly extracted with hexane. The organic phase is separated, washed repeatedly with aqueous NaCl, dried and concentrated on a rotary evaporator. NMR spectroscopy reveals that the resulting oily reaction product com... Reactants: O=C([O-])O, COc1cc(C=CC(=O)N2CC(C=O)C(c3ccccc3)C2)ccc1-n1cnc(C)c1, CC(=O)[O-], CCOC(C)=O, CCO, Cl, NO, [Na+], [Na+], O. Product: COc1cc(C=CC(=O)N2CC(C=NO)C(c3ccccc3)C2)ccc1-n1cnc(C)c1. As a reaction SMILES: [C:41](=[O:42])([OH:43])[O-:44].[CH3:1][O:2][c:3]1[cH:4][c:5]([CH:15]=[CH:16][C:17](=[O:18])[N:19]2[CH2:20][CH:21]([CH:30]=[O:31])[CH:22]([c:24]3[cH:25][cH:26][cH:27][cH:28][cH:29]3)[CH2:23]2)[cH:6][cH:7][c:8]1-[n:9]1[cH:10][n:11][c:12]([CH3:14])[cH:13]1.[CH3:36][C:37](=[O:38])[O-:39].[CH3:46][CH2:47][O:48][C:49](=[O:50])[CH3:51].[CH3:52][CH2:53][OH:54].[ClH:32].[NH2:33][OH:34].[Na+:35].[Na+:45].[OH2:40]>>[CH3:1][O:2][c:3]1[cH:4][c:5]([CH:15]=[CH:16][C:17](=[O:18])[N:19]2[CH2:20][CH:21]([CH:30]=[N:33][OH:34])[CH:22]([c:24]3[cH:25][cH:26][cH:27][cH:28][cH:29]3)[CH2:23]2)[cH:6][cH:7][c:8]1-[n:9]1[cH:10][n:11][c:12]([CH3:14])[cH:13]1. Starting materials: FC(C(=O)O)(F)F.NC1=C(C=CC(=C1)Cl)C(=O)N1CC(C(C1)O)N1CCN(CC1)CC1=CC=C(C=C1)Cl ((2-Amino-4-chloro-phenyl)-{3-[4-(4-chloro-benzyl)-piperazin-1-yl]4-hydroxy-pyrrolidin-1-yl}-methanone trifluoroacetate), C(C)(=O)OC(C)=O (acetic anhydride). Solvent: CN(C)C=O (DMF). Conditions: time 1 hour. The product is FC(C(=O)O)(F)F.ClC=1C=CC(=C(C1)NC(C)=O)C(=O)N1CC(C(C1)O)N1CCN(CC1)CC1=CC=C(C=C1)Cl (N-(5-Chloro-2-{3-[4-(4-chloro-benzyl)-piperazin-1-yl]-4-hydroxy-pyrrolidine-1-carbonyl}-phenyl)-acetamide trifluoroacetate). The yield is 10.6%. RXN SMILES: [F:1][C:2]([F:7])([F:6])[C:3]([OH:5])=[O:4].[NH2:8][C:9]1[CH:14]=[C:13]([Cl:15])[CH:12]=[CH:11][C:10]=1[C:16]([N:18]1[CH2:22][CH:21]([OH:23])[CH:20]([N:24]2[CH2:29][CH2:28][N:27]([CH2:30][C:31]3[CH:36]=[CH:35][C:34]([Cl:37])=[CH:33][CH:32]=3)[CH2:26][CH2:25]2)[CH2:19]1)=[O:17].[C:38](OC(=O)C)(=[O:40])[CH3:39]>CN(C=O)C>[F:1][C:2]([F:7])([F:6])[C:3]([OH:5])=[O:4].[Cl:15][C:13]1[CH:12]=[CH:11][C:10]([C:16]([N:18]2[CH2:22][CH:21]([OH:23])[CH:20]([N:24]3[CH2:25][CH2:26][N:27]([CH2:30][C:31]4[CH:32]=[CH:33][C:34]([Cl:37])=[CH:35][CH:36]=4)[CH2:28][CH2:29]3)[CH2:19]2)=[O:17])=[C:9]([NH:8][C:38](=[O:40])[CH3:39])[CH:14]=1 |f:0.1,4.5|. Procedure: A mixture of (3R,4R; 3S,4S)-(2-Amino-4-chloro-phenyl)-{3-[4-(4-chloro-benzyl)-piperazin-1-yl]4-hydroxy-pyrrolidin-1-yl}-methanone trifluoroacetate (22 mg, 0.05 mmol) was dissolved in DMF and acetic anhydride (20 uL, 0.2 mmol) was added. The reaction mixture was shaken for 1 h and directly used for LC-MS purification, to yield 3.2 mg of the title compound as the trifluoroacetate salt. ESIMS ([M+H]+): 491.2 (100). Reactants: OBO, Cc1oc(-c2ccc(Br)cc2)nc1CCN1CCCC1C, Fc1ccccc1. Yields the product Cc1oc(-c2ccc(-c3ccccc3F)cc2)nc1CCN1CCCC1C. Reaction SMILES: [BH:1]([OH:2])[OH:3].[Br:11][c:12]1[cH:13][cH:14][c:15](-[c:18]2[o:19][c:20]([CH3:31])[c:21]([CH2:23][CH2:24][N:25]3[CH:26]([CH3:30])[CH2:27][CH2:28][CH2:29]3)[n:22]2)[cH:16][cH:17]1.[F:4][c:5]1[cH:6][cH:7][cH:8][cH:9][cH:10]1>>[F:4][c:5]1[c:6](-[c:12]2[cH:13][cH:14][c:15](-[c:18]3[o:19][c:20]([CH3:31])[c:21]([CH2:23][CH2:24][N:25]4[CH:26]([CH3:30])[CH2:27][CH2:28][CH2:29]4)[n:22]3)[cH:16][cH:17]2)[cH:7][cH:8][cH:9][cH:10]1. The reactants are Oc1cc(Cl)c(Br)cc1Cl, O=C([O-])[O-], Cc1ccccc1, O=C(O)c1cccnc1Cl, [Cs+], [Cs+]. Product: O=C(O)c1cccnc1Oc1cc(Cl)c(Br)cc1Cl. As a reaction SMILES: [Br:11][c:12]1[cH:13][c:14]([Cl:20])[c:15]([OH:19])[cH:16][c:17]1[Cl:18].[C:21](=[O:22])([O-:23])[O-:24].[CH3:27][c:28]1[cH:29][cH:30][cH:31][cH:32][cH:33]1.[Cl:1][c:2]1[c:3]([C:4](=[O:5])[OH:6])[cH:7][cH:8][cH:9][n:10]1.[Cs+:25].[Cs+:26]>>[c:2]1([O:19][c:15]2[c:14]([Cl:20])[cH:13][c:12]([Br:11])[c:17]([Cl:18])[cH:16]2)[c:3]([C:4](=[O:5])[OH:6])[cH:7][cH:8][cH:9][n:10]1. Conditions: temperature 0 celsius, time 10 minute. The solvent is O (water), C(C)O (ethanol), CS(=O)C (dimethylsulfoxide). As a reaction SMILES: [Br:1][C:2]1[CH:8]=[C:7]([F:9])[CH:6]=[C:5]([CH3:10])[C:3]=1[NH2:4].Cl.[N:12]([O-])=O.[Na+].C([O-])(=O)C.[Na+].CC(S)(C)C.CC(C)([O-])C.[K+]>O.C(O)C.CS(C)=O>[Br:1][C:2]1[CH:8]=[C:7]([F:9])[CH:6]=[C:5]2[C:3]=1[NH:4][N:12]=[CH:10]2 |f:2.3,4.5,7.8|. The product is BrC=1C=C(C=C2C=NNC12)F (7-Bromo-5-fluoro-1H-indazole). Reported procedure: To a suspension of 2-bromo-4-fluoro-6-methylaniline (5 g, 24.51 mmol) in hydrochloric acid (8 M, 22 mL, 176 mmol) at 0° C. was added a solution of sodium nitrite (1.78 g, 25.7 mmol) in water (ca. 5.5 mL) dropwise. After 10 min, the resulting solution was neutralized (pH 4-5) by addition of solid sodium acetate. The resulting solution was added to a solution of 2-methyl-2-propanethiol (2.76 mL, 24.5 mmol) in ethanol (57 mL) at 0° C. The resulting mixture was stirred at 0° C. for 30 min. The resul... Reactants: N(=O)[O-].[Na+] (sodium nitrite), C(C)(=O)[O-].[Na+] (sodium acetate), BrC1=C(N)C(=CC(=C1)F)C (2-bromo-4-fluoro-6-methylaniline), Cl (hydrochloric acid), CC(C)(C)S (2-methyl-2-propanethiol), CC(C)([O-])C.[K+] (potassium tert-butoxide).